Dataset: the Open Reaction Database (ORD), a public repository of structured organic reaction records. Task: describe an organic reaction: reactants, conditions, products, and yield Starting materials: [Na] (sodium), C(C)C1=NC=NC=C1NC(=O)C=1N(C=CN1)CC1=CC=CC=C1 (N-(4-Ethyl-5-pyrimidinyl)-1-(phenylmethyl)-1H-imidazol-2-yl-carboxamide), N (ammonia). Product: C(C)C1=NC=NC=C1NC(=O)C=1NC=CN1 (N-(4-Ethyl-5-pyrimidinyl)-1H-imidazol-2-yl-carboxamide). RXN SMILES: [Na].[CH2:2]([C:4]1[C:9]([NH:10][C:11]([C:13]2[N:14](CC3C=CC=CC=3)[CH:15]=[CH:16][N:17]=2)=[O:12])=[CH:8][N:7]=[CH:6][N:5]=1)[CH3:3].N>>[CH2:2]([C:4]1[C:9]([NH:10][C:11]([C:13]2[NH:17][CH:16]=[CH:15][N:14]=2)=[O:12])=[CH:8][N:7]=[CH:6][N:5]=1)[CH3:3] |^1:0|. Reported procedure: Small pieces of sodium (~230 mg) are added to a solution of Example 1 (2 g, 6.5 mmol) in freshly distilled ammonia until the blue color persists. The reaction mixture is quenched with a small amount of solid ammonium chloride and allowed to evaporate off excess ammonia. The residue is taken up in 25 mL of water and the pH is adjusted to 7.0 with 18% HCl. This is extracted with methylene chloride (3×50 mL). The organic extracts are combined, dried over MgSO4 and concentrated in vacuo. Recrystalli... Reactants: OC1=C(C=C(C=C1)C(\C=C\C1=C(N=CS1)C)=O)C ((E)-1-(4-hydroxy-3-methylphenyl)-3-(4-methylthiazol-5-yl)prop-2-en-1-one), NC(=O)N (urea). The solvent is O1CCOCC1 (dioxane), Cl (HCl). Conditions: temperature 120 celsius. Yields the product OC1=C(C=C(C=C1)C1=NC(NC(=C1)C1=C(N=CS1)C)=O)C (4-(4-hydroxy-3-methylphenyl)-6-(4-methyl-1,3-thiazol-5-yl)pyrimidin-2(1H)-one). Yield: 3.3%. RXN SMILES: [OH:1][C:2]1[CH:7]=[CH:6][C:5]([C:8](=O)/[CH:9]=[CH:10]/[C:11]2[S:15][CH:14]=[N:13][C:12]=2[CH3:16])=[CH:4][C:3]=1[CH3:18].[NH2:19][C:20]([NH2:22])=[O:21]>Cl.O1CCOCC1>[OH:1][C:2]1[CH:7]=[CH:6][C:5]([C:8]2[CH:9]=[C:10]([C:11]3[S:15][CH:14]=[N:13][C:12]=3[CH3:16])[NH:22][C:20](=[O:21])[N:19]=2)=[CH:4][C:3]=1[CH3:18]. Procedure details: (((E)-1-(4-hydroxy-3-methylphenyl)-3-(4-methylthiazol-5-yl)prop-2-en-1-one (200 mg, 0.77 mmol) and urea (0.23 g, 3.8 mmol) were suspended in 5 mL of 4N HCl solution in dioxane (Aldrich), and the reaction mixture was heated in a sealed vessel to 120° C. for 20 h. After cooling to room temperature, the resulting mixture was concentrated in vacuo to remove dioxane. The residue was dissolved in 5 mL of methanol, and the product was purified by preparative HPLC (reverse-phase, acetonitrile/water with... Starting materials: [Br-], [Br-], CSc1ccccc1CO, CO, c1ccc(P(c2ccccc2)c2ccccc2)cc1. Yields the product CSc1ccccc1CBr. RXN SMILES: [Br-:11].[Br-:12].[CH3:1][S:2][c:3]1[c:4]([CH2:5][OH:6])[cH:7][cH:8][cH:9][cH:10]1.[CH3:32][OH:33].[c:13]1([P:14]([c:15]2[cH:16][cH:17][cH:18][cH:19][cH:20]2)[c:21]2[cH:22][cH:23][cH:24][cH:25][cH:26]2)[cH:27][cH:28][cH:29][cH:30][cH:31]1>>[CH3:1][S:2][c:3]1[c:4]([CH2:5][Br:11])[cH:7][cH:8][cH:9][cH:10]1.